Dataset: the Open Reaction Database (ORD), a public repository of structured organic reaction records. Task: describe an organic reaction: reactants, conditions, products, and yield Starting materials: CC(C(=O)N1CCCC(NC(=O)OCc2ccccc2)C1)N1CCC(NS(=O)(=O)c2ccc3cc(Cl)ccc3c2)C1=O, ClCCl, O=C(O)C(F)(F)F. The product is CC(C(=O)N1CCCC(N)C1)N1CCC(NS(=O)(=O)c2ccc3cc(Cl)ccc3c2)C1=O. As a reaction SMILES: [Cl:1][c:2]1[cH:3][c:4]2[cH:5][cH:6][c:7]([S:12](=[O:13])(=[O:14])[NH:15][CH:16]3[C:17](=[O:42])[N:18]([CH:21]([C:22](=[O:23])[N:24]4[CH2:25][CH:26]([NH:30][C:31](=[O:32])[O:33][CH2:34][c:35]5[cH:36][cH:37][cH:38][cH:39][cH:40]5)[CH2:27][CH2:28][CH2:29]4)[CH3:41])[CH2:19][CH2:20]3)[cH:8][c:9]2[cH:10][cH:11]1.[Cl:50][CH2:51][Cl:52].[OH:43][C:44]([C:45]([F:46])([F:47])[F:48])=[O:49]>>[Cl:1][c:2]1[cH:3][c:4]2[cH:5][cH:6][c:7]([S:12](=[O:13])(=[O:14])[NH:15][CH:16]3[C:17](=[O:42])[N:18]([CH:21]([C:22](=[O:23])[N:24]4[CH2:25][CH:26]([NH2:30])[CH2:27][CH2:28][CH2:29]4)[CH3:41])[CH2:19][CH2:20]3)[cH:8][c:9]2[cH:10][cH:11]1. Procedure details: The title compound was prepared by procedures of Example 33 from sulfamoyl chloride and 2-(benzyloxy)ethanol except the oil obtained was then further purified by high pressure chromatography as described in earlier examples using methylene chloride as eluting agent. Fractions containing the title compound were combined and the solvent was evaporated under reduced pressure to give title compound in 54% yield as light-yellow, viscous oil. Starting materials: S(N)(=O)(=O)Cl (sulfamoyl chloride), C(C1=CC=CC=C1)OCCO (2-(benzyloxy)ethanol). Yields the product S(N)(=O)(=O)OCCOCC1=CC=CC=C1 (2-(Benzyloxy)ethanol sulfamate). Reaction SMILES: [S:1](Cl)(=[O:4])(=[O:3])[NH2:2].[CH2:6]([O:13][CH2:14][CH2:15][OH:16])[C:7]1[CH:12]=[CH:11][CH:10]=[CH:9][CH:8]=1>>[S:1]([O:16][CH2:15][CH2:14][O:13][CH2:6][C:7]1[CH:12]=[CH:11][CH:10]=[CH:9][CH:8]=1)(=[O:4])(=[O:3])[NH2:2]. The reactants are Example 1 ( J ), CC(C(C(=O)OC)N1C(C(C1=O)N1C(C=2C(C1=O)=CC=CC2)=O)S(=O)O)=C (methyl 3-methyl-2-(2-sulfino-4-oxo-3-phthalimido-1-azetidinyl)-3-butenoate), S(=O)(Cl)Cl (sulfinyl chloride). Yields the product C1(C=2C(C(N1C1[C@@H]3N(C(C(CS3=O)=C)C(=O)OC)C1=O)=O)=CC=CC2)=O (Methyl 7-phthalimido-3-methylenecepham-4-carboxylate 1-oxide). Reaction SMILES: [CH3:1][C:2](=[CH2:27])[CH:3]([N:8]1[C:11](=[O:12])[CH:10]([N:13]2[C:17](=[O:18])[C:16]3=[CH:19][CH:20]=[CH:21][CH:22]=[C:15]3[C:14]2=[O:23])[CH:9]1[S:24]([OH:26])=O)[C:4]([O:6][CH3:7])=[O:5].S(Cl)(Cl)=O>>[C:17]1(=[O:18])[N:13]([CH:10]2[C:11](=[O:12])[N:8]3[CH:3]([C:4]([O:6][CH3:7])=[O:5])[C:2](=[CH2:1])[CH2:27][S:24](=[O:26])[C@H:9]23)[C:14](=[O:23])[C:15]2=[CH:22][CH:21]=[CH:20][CH:19]=[C:16]12. Procedure details: The same procedure was followed as that described in Example 1 (J) above except 0.20 g. of methyl 3-methyl-2-(2-sulfino-4-oxo-3-phthalimido-1-azetidinyl)-3-butenoate was employed as the starting material instead of the sulfinyl chloride. The procedure provided 0.03 g. of the title compound. The reactants are NC(=O)CBr, C1CCOC1, O=C1NCc2cc(OCc3cccc(F)c3)ccc21, [H-], [Na+]. The product is NC(=O)CN1Cc2cc(OCc3cccc(F)c3)ccc2C1=O. Reaction SMILES: [Br:22][CH2:23][C:24](=[O:25])[NH2:26].[CH2:27]1[O:28][CH2:29][CH2:30][CH2:31]1.[F:1][c:2]1[cH:3][c:4]([CH2:5][O:6][c:7]2[cH:8][c:9]3[c:13]([cH:14][cH:15]2)[C:12](=[O:16])[NH:11][CH2:10]3)[cH:17][cH:18][cH:19]1.[H-:20].[Na+:21]>>[F:1][c:2]1[cH:3][c:4]([CH2:5][O:6][c:7]2[cH:8][c:9]3[c:13]([cH:14][cH:15]2)[C:12](=[O:16])[N:11]([CH2:23][C:24](=[O:25])[NH2:26])[CH2:10]3)[cH:17][cH:18][cH:19]1. Reported procedure: Cycle 1. Methylene chloride, 125 ml, and 32.2 g (0.1 mol) tetrabutylammonium bromide were mixed in a 200-ml, 3-necked roundbottom flask, equipped with a mechanical stirrer, a thermometer, an addition funnel and a water condenser leading to a mineral oil bubbler. Bromine, 16.0 g (0.1 mol), was added to the mixture over 15 minutes at room temperature. The temperature of the mixture rose from 24° C. to 30° C. The contents of the flask were stirred for 30 minutes. 2-Fluoroaniline, 11.1 g (0.1 mol), ... Yields the product BrC1=CC(=C(N)C=C1)F (4-Bromo-2-Fluoroaniline). As a reaction SMILES: [Br:1]Br.[F:3][C:4]1[CH:10]=[CH:9][CH:8]=[CH:7][C:5]=1[NH2:6]>[Br-].C([N+](CCCC)(CCCC)CCCC)CCC.C(Cl)Cl>[Br:1][C:9]1[CH:8]=[CH:7][C:5]([NH2:6])=[C:4]([F:3])[CH:10]=1 |f:2.3|. Reaction conditions: time 30 minute. Reactants: BrBr (Bromine), FC1=C(N)C=CC=C1 (2-Fluoroaniline). Reagents/catalysts: [Br-].C(CCC)[N+](CCCC)(CCCC)CCCC (tetrabutylammonium bromide). Run in C(Cl)Cl (Methylene chloride). The reactants are C([O-])(O)=O.[Na+] (sodium bicarbonate), CC1=C(N=C2C=3C=CC=NC3C=CN21)C(=O)OC (methyl 3-methylimidazo[2,1-f][1,6]naphthyridine-2-carboxylate), [Cl-].[NH4+] (ammonium chloride), CC(C)C[AlH]CC(C)C (DIBAL-H). Solvent: C(Cl)Cl (DCM). Reaction conditions: temperature 0 celsius, time 1 hour. Yields the product CC1=C(N=C2C=3C=CC=NC3C=CN21)CO ((3-Methylimidazo[2,1-f][1,6]naphthyridin-2-yl)methanol). The yield is 50.5%. RXN SMILES: [CH3:1][C:2]1[N:14]2[C:5]([C:6]3[CH:7]=[CH:8][CH:9]=[N:10][C:11]=3[CH:12]=[CH:13]2)=[N:4][C:3]=1[C:15](OC)=[O:16].CC(C[AlH]CC(C)C)C.[Cl-].[NH4+].C(=O)(O)[O-].[Na+]>C(Cl)Cl>[CH3:1][C:2]1[N:14]2[C:5]([C:6]3[CH:7]=[CH:8][CH:9]=[N:10][C:11]=3[CH:12]=[CH:13]2)=[N:4][C:3]=1[CH2:15][OH:16] |f:2.3,4.5|. Procedure: A solution of methyl 3-methylimidazo[2,1-f][1,6]naphthyridine-2-carboxylate (100 mg, 0.39 mmol) in DCM (8 mL) was cooled to 0° C. DIBAL-H (1 M in cyclohexane, 1.2 mL, 1.2 mmol) was added dropwise over 10 min. The mixture was stirred at 0° C. for 1 h. 2 mL of saturated ammonium chloride aqueous solution was added slowly to quench the reaction. Then 5 mL of saturated sodium bicarbonate aqueous solution was added. The mixture was extracted with DCM (3×10 mL). The combined organic layers were dried ... Reactants: ClC1=CC=C2C(=C(NC2=C1)C(C1=CC(=CC=C1)Cl)=O)CC(=O)O ([6-Chloro-2-(3-chlorobenzoyl)-1H-indol-3-yl]acetic Acid), BrC1=CC=C(C=C1)F (4-bromofluorobenzene). Product: ClC1=CC=C2C(=C(NC2=C1)C(C1=CC=C(C=C1)F)=O)CC(=O)O ([6-Chloro-2-(4-fluorobenzoyl)-1H-indol-3-yl]acetic Acid). As a reaction SMILES: [Cl:1][C:2]1[CH:10]=[C:9]2[C:5]([C:6]([CH2:20][C:21]([OH:23])=[O:22])=[C:7]([C:11](=[O:19])[C:12]3[CH:17]=[CH:16][CH:15]=[C:14](Cl)[CH:13]=3)[NH:8]2)=[CH:4][CH:3]=1.BrC1C=CC([F:31])=CC=1>>[Cl:1][C:2]1[CH:10]=[C:9]2[C:5]([C:6]([CH2:20][C:21]([OH:23])=[O:22])=[C:7]([C:11](=[O:19])[C:12]3[CH:17]=[CH:16][C:15]([F:31])=[CH:14][CH:13]=3)[NH:8]2)=[CH:4][CH:3]=1. Procedure: The title compound was prepared according to the procedure described in step 2 of Example 7 from 6-chloro-2-[(N-methoxy-N-methylamino)carbonyl]indole (Example 7, step 1) and 4-bromofluorobenzene. The reactants are Cl (HCl), COC=CC#N (3-methoxyacrylonitrile), C[O-].[Na+] (sodium methylate), FC(C1=CC=C(C=C1)C(CC#N)(OC)OC)(F)F (3-(4-(trifluoromethyl)phenyl)-3,3-dimethoxypropionitrile), NO (hydroxylamine). The solvent is CO (methanol). Run at temperature 20 celsius. Product: FC(C1=CC=C(C=C1)C1=CC(=NO1)N)(F)F (5-(4-(TRIFLUOROMETHYL)PHENYL)-3-AMINOISOXAZOLE). RXN SMILES: COC=CC#[N:6].[F:7][C:8]([F:24])([F:23])[C:9]1[CH:14]=[CH:13][C:12]([C:15]([O:21]C)(OC)[CH2:16][C:17]#[N:18])=[CH:11][CH:10]=1.NO.Cl.C[O-].[Na+]>CO>[F:7][C:8]([F:24])([F:23])[C:9]1[CH:14]=[CH:13][C:12]([C:15]2[O:21][N:6]=[C:17]([NH2:18])[CH:16]=2)=[CH:11][CH:10]=1 |f:4.5|. Procedure: 3-(4-Trifluoromethyl)phenyl)-3-methoxyacrylonitrile plus 3-(4-(trifluoromethyl)phenyl)-3,3-dimethoxypropionitrile (1330 grams as a mixture) and hydroxylamine.HCl (1180 grams) were dissolved in methanol and chilled to 20° C. in an ice-bath. Next sodium methylate (1890 grams) was added portion-wise over a one and one-half hour period keeping the temperature between 20°-30° C. The reaction mixture was then heated to reflux for about 17 hours and then cooled to 40° C. and filtered. After the filtrat... As a reaction SMILES: [CH2:29]([Cl:30])[Cl:31].[CH3:1][c:2]1[c:3]([CH2:16][c:17]2[cH:18][cH:19][c:20]([C:22](=[O:23])[OH:24])[o:21]2)[cH:4][c:5]2[c:10]([cH:11]1)[C:9]([CH3:12])([CH3:13])[CH2:8][CH2:7][C:6]2([CH3:14])[CH3:15].[S:25]([Cl:26])([Cl:27])=[O:28]>>[CH3:1][c:2]1[c:3]([CH2:16][c:17]2[cH:18][cH:19][c:20]([C:22](=[O:24])[Cl:27])[o:21]2)[cH:4][c:5]2[c:10]([cH:11]1)[C:9]([CH3:12])([CH3:13])[CH2:8][CH2:7][C:6]2([CH3:14])[CH3:15]. Product: Cc1cc2c(cc1Cc1ccc(C(=O)Cl)o1)C(C)(C)CCC2(C)C. Starting materials: ClCCl, Cc1cc2c(cc1Cc1ccc(C(=O)O)o1)C(C)(C)CCC2(C)C, O=S(Cl)Cl.